Dataset: the Open Reaction Database (ORD), a public repository of structured organic reaction records. Task: describe an organic reaction: reactants, conditions, products, and yield Reactants: Cl (HCl), C(C)(C)(C)C1=CC(OC2=C(C(=CC=C12)O)CCC)=O (4-tert-butyl-7-hydroxy-8-propylcoumarin), BrCCCBr (1,3-dibromopropane), C([O-])([O-])=O.[K+].[K+] (potassium carbonate), CC(CC)=O (2-butanone). The solvent is C(C)(=O)OCC (ethyl acetate). Yields the product BrCCCOC1(C=CC2=C(C(C(OC2=C1CCC)=O)C)C(C)(C)C)O (7-(3-bromopropoxy)-4-tert-butylmethyl-7-hydroxy-8-propylcoumarin). RXN SMILES: [C:1]([C:5]1[C:14]2[C:9](=[C:10]([CH2:16][CH2:17][CH3:18])[C:11]([OH:15])=[CH:12][CH:13]=2)O[C:7](=O)[CH:6]=1)([CH3:4])([CH3:3])[CH3:2].[Br:20][CH2:21][CH2:22][CH2:23]Br.[C:25](=[O:28])([O-:27])[O-].[K+].[K+].Cl.CC(=[O:36])CC>C(OCC)(=O)C>[Br:20][CH2:21][CH2:22][CH2:23][O:15][C:11]1([OH:36])[C:10]([CH2:16][CH2:17][CH3:18])=[C:9]2[C:14](=[C:5]([C:1]([CH3:4])([CH3:3])[CH3:2])[CH:6]([CH3:7])[C:25](=[O:28])[O:27]2)[CH:13]=[CH:12]1 |f:2.3.4|. Reported procedure: A solution of 4-tert-butyl-7-hydroxy-8-propylcoumarin (380 mg), 1,3-dibromopropane (0.45 ml) and potassium carbonate (240 mg) in 2-butanone (15 ml) was refluxed for five hours. The mixture was partioned between 0.2N HCl and ethyl acetate, dried over magnesium sulfate and concentrated. Column Chromatography (silica gel 60, 50% methylene chloride in hexane) gave the title compound. Reported procedure: The product of Example 304F (0.150 g, 0.32 mmol) and isobutyrlaldehyde (0.44 mL, 4.84 mmol) in N,N-dimethylacetamide (1.5 mL) were reacted at 125° C. for 40 minutes in a microwave reactor in a sealed tube. The reaction was concentrated under a stream of nitrogen warmed through a manifold heated to 165° C. The resulting residue was triturated with diethyl ether and filtered to give the title compound (0.140 g, 84%). Reactants: NN1C(C(=C(C2=CC=CC=C12)O)C1=NS(C2=C(N1)C=CC(=C2)OCC2=CC=CC=C2)(=O)=O)=O (1-amino-3-[7-(benzyloxy)-1,1-dioxido-4H-1,2,4-benzothiadiazin-3-yl]-4-hydroxyquinolin-2(1H)-one). The solvent is CN(C(C)=O)C (N,N-dimethylacetamide). RXN SMILES: [NH2:1][N:2]1[C:11]2[C:6](=[CH:7][CH:8]=[CH:9][CH:10]=2)[C:5]([OH:12])=[C:4]([C:13]2[NH:18][C:17]3[CH:19]=[CH:20][C:21]([O:23][CH2:24][C:25]4[CH:30]=[CH:29][CH:28]=[CH:27][CH:26]=4)=[CH:22][C:16]=3[S:15](=[O:32])(=[O:31])[N:14]=2)[C:3]1=[O:33]>CN(C)C(=O)C>[CH2:24]([O:23][C:21]1[CH:20]=[CH:19][C:17]2[NH:18][C:13]([C:4]3[C:3](=[O:33])[N:2]([N:1]=[CH:3][CH:4]([CH3:13])[CH3:5])[C:11]4[C:6]([C:5]=3[OH:12])=[CH:7][CH:8]=[CH:9][CH:10]=4)=[N:14][S:15](=[O:32])(=[O:31])[C:16]=2[CH:22]=1)[C:25]1[CH:26]=[CH:27][CH:28]=[CH:29][CH:30]=1. Yield: 169.4%. Yields the product C(C1=CC=CC=C1)OC1=CC2=C(NC(=NS2(=O)=O)C=2C(N(C3=CC=CC=C3C2O)N=CC(C)C)=O)C=C1 (3-[7-(benzyloxy)-1,1-dioxido-4H-1,2,4-benzothiadiazin-3-yl]-4-hydroxy-1-{[2-methylpropylidene]amino}quinolin-2(1H)-one). Conditions: temperature 165 celsius. Starting materials: CC(=O)c1cnc2n1CC(c1cccc(F)c1F)CCC2NC(=O)OC(C)(C)C, CCCC[N+](CCCC)(CCCC)CCCC, [F-], C[Si](C)(C)C(F)(F)F, C1CCOC1. Yields the product CC(C)(C)OC(=O)NC1CCC(c2cccc(F)c2F)Cn2c(C(C)(O)C(F)(F)F)cnc21. As a reaction SMILES: [C:27]([CH3:28])(=[O:29])[c:30]1[cH:31][n:32][c:33]2[n:34]1[CH2:35][CH:36]([c:48]1[c:49]([F:55])[c:50]([F:54])[cH:51][cH:52][cH:53]1)[CH2:37][CH2:38][CH:39]2[NH:40][C:41]([O:42][C:43]([CH3:44])([CH3:45])[CH3:46])=[O:47].[CH3:10][CH2:11][CH2:12][CH2:13][N+:14]([CH2:15][CH2:16][CH2:17][CH3:18])([CH2:19][CH2:20][CH2:21][CH3:22])[CH2:23][CH2:24][CH2:25][CH3:26].[F-:9].[F:1][C:2]([F:3])([F:4])[Si:5]([CH3:6])([CH3:7])[CH3:8].[O:56]1[CH2:57][CH2:58][CH2:59][CH2:60]1>>[F:1][C:2]([F:3])([F:4])[C:27]([CH3:28])([OH:29])[c:30]1[cH:31][n:32][c:33]2[n:34]1[CH2:35][CH:36]([c:48]1[c:49]([F:55])[c:50]([F:54])[cH:51][cH:52][cH:53]1)[CH2:37][CH2:38][CH:39]2[NH:40][C:41]([O:42][C:43]([CH3:44])([CH3:45])[CH3:46])=[O:47]. Reactants: BrC=1N=C2C(=NC1)NC=C2C(=O)C2(CCCCC2)C ((2-bromo-5H-pyrrolo[2,3-b]pyrazin-7-yl)-(1-methyl-cyclohexyl)-methanone), CC1(OB(OC1(C)C)C1=CC=C(C=C1)N1CCCCC1)C (1-[4-(4,4,5,5-tetramethyl-[1,3,2]dioxaborolan-2-yl)-phenyl]-piperidine). Product: CC1(CCCCC1)C(=O)C1=CNC2=NC=C(N=C21)C2=CC=C(C=C2)N2CCCCC2 ((1-Methyl-cyclohexyl)-[2-(4-piperidin-1-yl-phenyl)-5H-pyrrolo[2,3-b]pyrazin-7-yl]-methanone). RXN SMILES: Br[C:2]1[N:3]=[C:4]2[C:10]([C:11]([C:13]3([CH3:19])[CH2:18][CH2:17][CH2:16][CH2:15][CH2:14]3)=[O:12])=[CH:9][NH:8][C:5]2=[N:6][CH:7]=1.CC1(C)C(C)(C)OB([C:28]2[CH:33]=[CH:32][C:31]([N:34]3[CH2:39][CH2:38][CH2:37][CH2:36][CH2:35]3)=[CH:30][CH:29]=2)O1>>[CH3:19][C:13]1([C:11]([C:10]2[C:4]3[C:5](=[N:6][CH:7]=[C:2]([C:28]4[CH:29]=[CH:30][C:31]([N:34]5[CH2:35][CH2:36][CH2:37][CH2:38][CH2:39]5)=[CH:32][CH:33]=4)[N:3]=3)[NH:8][CH:9]=2)=[O:12])[CH2:18][CH2:17][CH2:16][CH2:15][CH2:14]1. Reported procedure: (1-Methyl-cyclohexyl)-[2-(4-piperidin-1-yl-phenyl)-5H-pyrrolo[2,3-b]pyrazin-7-yl]-methanone was prepared starting from (2-bromo-5H-pyrrolo[2,3-b]pyrazin-7-yl)-(1-methyl-cyclohexyl)-methanone and 1-[4-(4,4,5,5-tetramethyl-[1,3,2]dioxaborolan-2-yl)-phenyl]-piperidine following general procedures as described in these Examples. MP 234-236° C., M+H=403. Reactants: ClCCl (dichloromethane), BrC1=C2C[C@H]3N(C[C@H](C[C@@H]3C=3C=CC=C(N1)C32)NC(N(CC)CC)=O)C (3-(2-bromo-6-methyl-8alpha-ergolinyl)-1,1-diethylurea), N (ammonia), IN1C(CCC1=O)=O (N-iodosuccinimide). The solvent is FC(C(=O)O)(F)F (trifluoroacetic acid). Run at time 15 minute. Product: BrC1=C2C[C@H]3N(C[C@H](C[C@@H]3C=3C=C(C=C(N1)C32)I)NC(N(CC)CC)=O)C (3-(2-Bromo-13-iodo-6-methyl-8alpha-ergolinyl)-1,1-diethylurea). As a reaction SMILES: [Br:1][C:2]1[NH:16][C:15]2[C:17]3[C:3]=1[CH2:4][C@@H:5]1[C@@H:10]([C:11]=3[CH:12]=[CH:13][CH:14]=2)[CH2:9][C@H:8]([NH:18][C:19](=[O:25])[N:20]([CH2:23][CH3:24])[CH2:21][CH3:22])[CH2:7][N:6]1[CH3:26].[I:27]N1C(=O)CCC1=O.N.ClCCl>FC(F)(F)C(O)=O>[Br:1][C:2]1[NH:16][C:15]2[C:17]3[C:3]=1[CH2:4][C@@H:5]1[C@@H:10]([C:11]=3[CH:12]=[C:13]([I:27])[CH:14]=2)[CH2:9][C@H:8]([NH:18][C:19](=[O:25])[N:20]([CH2:23][CH3:24])[CH2:21][CH3:22])[CH2:7][N:6]1[CH3:26]. Procedure details: 42 mg of 3-(2-bromo-6-methyl-8alpha-ergolinyl)-1,1-diethylurea (0.1 mmol) is dissolved in 2 ml of trifluoroacetic acid and mixed with 22 mg of N-iodosuccinimide (0.1 mmol). After 15 minutes of stirring at room temperature, ice is added, it is made alkaline with ammonia, and shaken out with dichloromethane. The organic phases are dried and concentrated by evaporation, the residue is chromatographed. The pure substance crystallizes from dichloromethane, yield 9 mg (16% of theory).